From a dataset of the Open Reaction Database (ORD), a public repository of structured organic reaction records. describe an organic reaction: reactants, conditions, products, and yield The reactants are C(=O)(OCC1=CC=CC=C1)N([C@@H](C(C)C)C(=O)O)C (Z-N-Me-Val-OH), TEA, O (water), [H][H] (hydrogen), C(C1=CC=CC=C1)OC(=O)NC(CC1=CC(=C(C=C1)O)C(C)(C)C)C1C(NC(N1)=O)=O (5-(1-(benzyloxycarbonylamino)-2-(3-tert-butyl-4-hydroxylphenyl)ethyl)imidazolidine-2,4-dione). The reagents and catalysts are [C].[Pd] (palladium carbon). Solvent: C1CCOC1 (THF), CO (methanol). Run at time 3 hour. Product: C(C1=CC=CC=C1)OC(=O)N(C)C(C(=O)NC(CC1=CC(=C(C=C1)O)C(C)(C)C)C1C(NC(N1)=O)=O)C(C)C (5-(1-(2-(benzyloxycarbonyl-N-methylamino)-3-methylbutyrylamino)-2-(3-tert-butyl-4-hydroxylphenyl)ethyl)imidazolidine-2,4-dione). The yield is 52.9%. RXN SMILES: C(OC([NH:11][CH:12]([CH:25]1[NH:29][C:28](=[O:30])[NH:27][C:26]1=[O:31])[CH2:13][C:14]1[CH:19]=[CH:18][C:17]([OH:20])=[C:16]([C:21]([CH3:24])([CH3:23])[CH3:22])[CH:15]=1)=O)C1C=CC=CC=1.[H][H].[C:34]([N:44]([CH3:52])[C@H:45]([C:49]([OH:51])=O)[CH:46]([CH3:48])[CH3:47])([O:36][CH2:37][C:38]1[CH:43]=[CH:42][CH:41]=[CH:40][CH:39]=1)=[O:35].O>CO.C1COCC1.[C].[Pd]>[CH2:37]([O:36][C:34]([N:44]([CH:45]([CH:46]([CH3:47])[CH3:48])[C:49]([NH:11][CH:12]([CH:25]1[NH:29][C:28](=[O:30])[NH:27][C:26]1=[O:31])[CH2:13][C:14]1[CH:19]=[CH:18][C:17]([OH:20])=[C:16]([C:21]([CH3:24])([CH3:22])[CH3:23])[CH:15]=1)=[O:51])[CH3:52])=[O:35])[C:38]1[CH:39]=[CH:40][CH:41]=[CH:42][CH:43]=1 |f:6.7|. Reported procedure: To a solution of 5-(1-(benzyloxycarbonylamino)-2-(3-tert-butyl-4-hydroxylphenyl)ethyl)imidazolidine-2,4-dione (543 mg, 1.28 mmol) in methanol (10 ml), 10% palladium carbon (55 mg) was added and stirred at room temperature in a hydrogen atmosphere for 3 hours. The reaction mixture was filtered and the filtrate was concentrated under reduced pressure; to a solution of the thus obtained residue in THF (13 ml), Z-N-Me-Val-OH (509 mg, 1.92 mmol), CMPI (491 mg, 1.92 mmol) and TEA (0.535 ml, 3.84 mmol)... Reaction SMILES: [N+:1]([C:4]1[CH:9]=[CH:8][CH:7]=[CH:6][C:5]=1[S:10](Cl)(=[O:12])=[O:11])([O-:3])=[O:2].[NH2:14][CH2:15][CH2:16][C:17]1[NH:18][CH:19]=[CH:20][N:21]=1.Cl>ClCCl.N1C=CC=CC=1.O.CO>[NH:18]1[CH:19]=[CH:20][N:21]=[C:17]1[CH2:16][CH2:15][NH:14][S:10]([C:5]1[CH:6]=[CH:7][CH:8]=[CH:9][C:4]=1[N+:1]([O-:3])=[O:2])(=[O:12])=[O:11] |f:5.6|. Yields the product N1C(=NC=C1)CCNS(=O)(=O)C1=C(C=CC=C1)[N+](=O)[O-] (N-[2-(1H-Imidazol-2-yl) ethyl]-2-nitrobenzenesulfonamide). The solvent is O.CO (water methanol), ClCCl (dichloromethane), N1=CC=CC=C1 (pyridine). The yield is 53.9%. Conditions: time 3 hour. The reactants are resultant residue, [N+](=O)([O-])C1=C(C=CC=C1)S(=O)(=O)Cl (o-nitrobenzenesulfonyl chloride), NCCC=1NC=CN1 (2-(2-aminoethyl)imidazole), Cl (hydrochloric acid). Procedure details: A solution of 105 g (0.472 mol) of o-nitrobenzenesulfonyl chloride in 100 ml of dichloromethane was added slowly to a cold (0° C.) solution of 26.2 g (0.236 mol) of 2-(2-aminoethyl)imidazole in 300 ml of pyridine, under nitrogen. The reaction mixture was gradually warmed to room temperature and allowed to react overnight. When the reaction was complete, as determined by thin layer chromatography, the solution was reduced to dryness under reduced pressure. The resultant residue was dissolved in a... Starting materials: CCO, COC(=O)C(CCCCl)c1ccccc1, NN, O. Product: NNC(=O)C(CCCCl)c1ccccc1. RXN SMILES: [CH3:19][CH2:20][OH:21].[Cl:4][CH2:5][CH2:6][CH2:7][CH:8]([C:9](=[O:10])[O:11][CH3:12])[c:13]1[cH:14][cH:15][cH:16][cH:17][cH:18]1.[NH2:2][NH2:3].[OH2:1]>>[NH:2]([NH2:3])[C:9]([CH:8]([CH2:7][CH2:6][CH2:5][Cl:4])[c:13]1[cH:14][cH:15][cH:16][cH:17][cH:18]1)=[O:10]. Starting materials: CN(C)C=O, COC(=O)c1ccc(Cc2cccc3ccc(C=O)cc23)c(OC)c1. The product is COC(=O)c1ccc(Cc2cccc3ccc(C(=O)O)cc23)c(OC)c1. Reaction SMILES: [CH3:26][N:27]([CH3:28])[CH:30]=[O:29].[CH:1](=[O:2])[c:3]1[cH:4][cH:5][c:6]2[cH:7][cH:8][cH:9][c:10]([CH2:13][c:14]3[c:15]([O:24][CH3:25])[cH:16][c:17]([C:18](=[O:19])[O:20][CH3:21])[cH:22][cH:23]3)[c:11]2[cH:12]1>>[C:1](=[O:2])([c:3]1[cH:4][cH:5][c:6]2[cH:7][cH:8][cH:9][c:10]([CH2:13][c:14]3[c:15]([O:24][CH3:25])[cH:16][c:17]([C:18](=[O:19])[O:20][CH3:21])[cH:22][cH:23]3)[c:11]2[cH:12]1)[OH:29]. Starting materials: CC(C)(O)c1ccc(Br)cc1, O=C([O-])O, C[Si](C)(C)n1ccnc1, [Na+], C1CCOC1. Product: CC(C)(O[Si](C)(C)C)c1ccc(Br)cc1. Reaction SMILES: [Br:10][c:11]1[cH:12][cH:13][c:14]([C:17]([CH3:18])([CH3:19])[OH:20])[cH:15][cH:16]1.[C:21](=[O:22])([OH:23])[O-:24].[CH3:1][Si:2]([n:3]1[cH:4][cH:5][n:6][cH:7]1)([CH3:8])[CH3:9].[Na+:25].[O:26]1[CH2:27][CH2:28][CH2:29][CH2:30]1>>[CH3:1][Si:2]([CH3:8])([CH3:9])[O:20][C:17]([c:14]1[cH:13][cH:12][c:11]([Br:10])[cH:16][cH:15]1)([CH3:18])[CH3:19]. Reactants: CO, CC(=O)OC1CC(N2C(=O)c3cccc(N)c3C2=O)C(=O)NC1=O, Cc1ccc(S(=O)(=O)O)cc1. The product is Nc1cccc2c1C(=O)N(C1CC(O)C(=O)NC1=O)C2=O. RXN SMILES: [CH3:36][OH:37].[NH2:1][c:2]1[c:3]2[c:7]([cH:8][cH:9][cH:10]1)[C:6](=[O:11])[N:5]([CH:12]1[C:13](=[O:23])[NH:14][C:15](=[O:22])[CH:16]([O:18][C:19](=[O:20])[CH3:21])[CH2:17]1)[C:4]2=[O:24].[c:25]1([CH3:26])[cH:27][cH:28][c:29]([S:30]([OH:31])(=[O:32])=[O:33])[cH:34][cH:35]1>>[NH2:1][c:2]1[c:3]2[c:7]([cH:8][cH:9][cH:10]1)[C:6](=[O:11])[N:5]([CH:12]1[C:13](=[O:23])[NH:14][C:15](=[O:22])[CH:16]([OH:18])[CH2:17]1)[C:4]2=[O:24].